This data is from the Open Reaction Database (ORD), a public repository of structured organic reaction records. The task is: describe an organic reaction: reactants, conditions, products, and yield Starting materials: ClCCl, CN(C)CCO, CC(C)OC(=O)N=NC(=O)OC(C)C, COc1cc2c(Oc3ccc4[nH]c(C)cc4c3)ncnc2cc1O, c1ccc(P(c2ccccc2)c2ccccc2)cc1. Product: COc1cc2c(Oc3ccc4[nH]c(C)cc4c3)ncnc2cc1OCCN(C)C. As a reaction SMILES: [CH2:64]([Cl:65])[Cl:66].[CH3:58][N:59]([CH3:60])[CH2:61][CH2:62][OH:63].[O:20]=[C:21]([O:22][CH:23]([CH3:24])[CH3:25])[N:26]=[N:27][C:28]([O:29][CH:30]([CH3:31])[CH3:32])=[O:33].[OH:34][c:35]1[c:36]([O:56][CH3:57])[cH:37][c:38]2[c:39]([O:45][c:46]3[cH:47][c:48]4[cH:49][c:50]([CH3:55])[nH:51][c:52]4[cH:53][cH:54]3)[n:40][cH:41][n:42][c:43]2[cH:44]1.[c:1]1([P:2]([c:3]2[cH:4][cH:5][cH:6][cH:7][cH:8]2)[c:9]2[cH:10][cH:11][cH:12][cH:13][cH:14]2)[cH:15][cH:16][cH:17][cH:18][cH:19]1>>[O:34]([c:35]1[c:36]([O:56][CH3:57])[cH:37][c:38]2[c:39]([O:45][c:46]3[cH:47][c:48]4[cH:49][c:50]([CH3:55])[nH:51][c:52]4[cH:53][cH:54]3)[n:40][cH:41][n:42][c:43]2[cH:44]1)[CH2:62][CH2:61][N:59]([CH3:58])[CH3:60]. The reactants are C(C1=CC=CC=C1)N1C=CC2=CC(=CC=C12)C1=CC=C(C=C1)C(C)=O (1-[4-(1-benzyl-1H-indol-5-yl)phenyl]-1-ethanone), C(C(=O)Cl)(=O)Cl (oxalyl chloride), C(C)O (ethanol). The product is C(C)(=O)C1=CC=C(C=C1)C=1C=C2C(=CN(C2=CC1)CC1=CC=CC=C1)C(C(=O)OCC)=O (Ethyl 2-[5-(4-acetylphenyl)-1-benzyl-1H-indol-3-yl]-2-oxoacetate), solid. The yield is 73.0%. RXN SMILES: [CH2:1]([N:8]1[C:16]2[C:11](=[CH:12][C:13]([C:17]3[CH:22]=[CH:21][C:20]([C:23](=[O:25])[CH3:24])=[CH:19][CH:18]=3)=[CH:14][CH:15]=2)[CH:10]=[CH:9]1)[C:2]1[CH:7]=[CH:6][CH:5]=[CH:4][CH:3]=1.[C:26](Cl)(=[O:30])[C:27](Cl)=[O:28].[CH2:32]([OH:34])[CH3:33]>>[C:23]([C:20]1[CH:19]=[CH:18][C:17]([C:13]2[CH:12]=[C:11]3[C:16](=[CH:15][CH:14]=2)[N:8]([CH2:1][C:2]2[CH:3]=[CH:4][CH:5]=[CH:6][CH:7]=2)[CH:9]=[C:10]3[C:26](=[O:30])[C:27]([O:34][CH2:32][CH3:33])=[O:28])=[CH:22][CH:21]=1)(=[O:25])[CH3:24]. Procedure details: Ethyl 2-[5-(4-acetylphenyl)-1-benzyl-1H-indol-3-yl]-2-oxoacetate was prepared from 1-[4-(1-benzyl-1H-indol-5-yl)phenyl]-1-ethanone (0.255 g, 0.784 mmol), oxalyl chloride (0.14 mL, 1.6 mmol), and ethanol (2 mL), following the procedure described in Step 3 of Example 1. Purification by flash chromatography using 30-50% chloroform in hexane as an eluant and drying at 55° C. yielded a brownish solid (0.243 g, 73%). 1HNMR (300 MHz, DMSO-d6): δ 8.75 (s, 1H), 8.5 (s, 1H), 8.05 (d, 2H, J=9.2 Hz), 7.8 (d... The reactants are COc1ccccc1CNc1ccc2c(Br)cccc2n1, Cc1ccccc1, CC#N, C=C[Sn](CCCC)(CCCC)CCCC. The product is C=Cc1cccc2nc(NCc3ccccc3OC)ccc12. Reaction SMILES: [Br:1][c:2]1[c:3]2[cH:4][cH:5][c:6]([NH:12][CH2:13][c:14]3[c:15]([O:20][CH3:21])[cH:16][cH:17][cH:18][cH:19]3)[n:7][c:8]2[cH:9][cH:10][cH:11]1.[CH3:37][c:38]1[cH:39][cH:40][cH:41][cH:42][cH:43]1.[CH3:44][C:45]#[N:46].[CH:22](=[CH2:23])[Sn:24]([CH2:25][CH2:26][CH2:27][CH3:28])([CH2:29][CH2:30][CH2:31][CH3:32])[CH2:33][CH2:34][CH2:35][CH3:36]>>[c:2]1([CH:22]=[CH2:23])[c:3]2[cH:4][cH:5][c:6]([NH:12][CH2:13][c:14]3[c:15]([O:20][CH3:21])[cH:16][cH:17][cH:18][cH:19]3)[n:7][c:8]2[cH:9][cH:10][cH:11]1. Reactants: Br, CC(=O)O, COc1ccc2c(c1)CCOC2(C)C(F)(F)F. Product: CC1(C(F)(F)F)OCCc2cc(O)ccc21. Reaction SMILES: [BrH:18].[CH3:19][C:20](=[O:21])[OH:22].[CH3:1][O:2][c:3]1[cH:4][c:5]2[c:10]([cH:11][cH:12]1)[C:9]([C:13]([F:14])([F:15])[F:16])([CH3:17])[O:8][CH2:7][CH2:6]2>>[OH:2][c:3]1[cH:4][c:5]2[c:10]([cH:11][cH:12]1)[C:9]([C:13]([F:14])([F:15])[F:16])([CH3:17])[O:8][CH2:7][CH2:6]2. The reactants are ClC1=NC(=CC=C1[N+](=O)[O-])OC (2-chloro-6-methoxy-3-nitropyridine), C(C)(C)(C)OC(NC[C@H](CN)O)=O (((S)-3-amino-2-hydroxy-propyl)-carbamic acid tert-butyl ester). Yields the product C(C)(C)(C)OC(NC[C@H](CNC1=NC(=CC=C1[N+](=O)[O-])OC)O)=O ([(S)-2-hydroxy-3-(6-methoxy-3-nitro-pyridin-2-ylamino)-propyl]-carbamic acid tert-butyl ester). Isolated yield 86.0%. As a reaction SMILES: Cl[C:2]1[C:7]([N+:8]([O-:10])=[O:9])=[CH:6][CH:5]=[C:4]([O:11][CH3:12])[N:3]=1.[C:13]([O:17][C:18](=[O:25])[NH:19][CH2:20][C@@H:21]([OH:24])[CH2:22][NH2:23])([CH3:16])([CH3:15])[CH3:14]>>[C:13]([O:17][C:18](=[O:25])[NH:19][CH2:20][C@@H:21]([OH:24])[CH2:22][NH:23][C:2]1[C:7]([N+:8]([O-:10])=[O:9])=[CH:6][CH:5]=[C:4]([O:11][CH3:12])[N:3]=1)([CH3:16])([CH3:14])[CH3:15]. Procedure details: Starting from 2-chloro-6-methoxy-3-nitropyridine (5.4 g; commercial) and ((S)-3-amino-2-hydroxy-propyl)-carbamic acid tert-butyl ester (5.3 g, 1 eq.; prepared according to Adv. Synth. Catal. 2004, 346, 1195) and proceeding in analogy to Example 17, step 17.i, the title compound was obtained as a yellow solid (8.20 g; 86% yield). The reactants are CC=1NC(=C(C(C1C(=O)OC)C1=C(C=CC=C1)C#N)C(=O)OC)C(OC)OC (dimethyl 2-methyl-4-(2-cyanophenyl)-6-dimethoxymethyl-1,4-dihydropyridine-3,5-dicarboxylate), Cl (hydrochloric acid), C([O-])(O)=O.[Na+] (sodium bicarbonate), resultant mixture. Solvent: CC(=O)C (acetone), CC(=O)C (acetone), O (water). Yields the product CC=1NC(=C(C(C1C(=O)OC)C1=C(C=CC=C1)C#N)C(=O)OC)C=O (dimethyl 2-methyl-4-(2-cyanophenyl)-6-formyl-1,4-dihydropyridine-3,5-dicarboxylate). Yield: 98.2%. RXN SMILES: [CH3:1][C:2]1[NH:3][C:4]([CH:24](OC)[O:25]C)=[C:5]([C:20]([O:22][CH3:23])=[O:21])[CH:6]([C:12]2[CH:17]=[CH:16][CH:15]=[CH:14][C:13]=2[C:18]#[N:19])[C:7]=1[C:8]([O:10][CH3:11])=[O:9].Cl.C(=O)(O)[O-].[Na+]>CC(C)=O.O>[CH3:1][C:2]1[NH:3][C:4]([CH:24]=[O:25])=[C:5]([C:20]([O:22][CH3:23])=[O:21])[CH:6]([C:12]2[CH:17]=[CH:16][CH:15]=[CH:14][C:13]=2[C:18]#[N:19])[C:7]=1[C:8]([O:10][CH3:11])=[O:9] |f:2.3|. Reported procedure: To a solution of dimethyl 2-methyl-4-(2-cyanophenyl)-6-dimethoxymethyl-1,4-dihydropyridine-3,5-dicarboxylate (6.0 g) in acetone (60 mg) was added 6 N hydrochloric acid (6 ml), and the resultant mixture was stirred for 3 hours at room temperature. The reaction mixture was diluted with water (30 ml), and adjusted to pH 7.5 with an aqueous sodium bicarbonate solution, and acetone was distilled off under reduced pressure. The resultant crystalline mass was crushed as finely as possible with a glass ... Starting materials: O=C([O-])O, CCOC(=O)C(=Cc1ccc(-n2cnc(C)c2)c(OC)c1)CCCC1OCCO1, CC(=O)O, CCOC(C)=O, [Na+], O, O=C(O)C(F)(F)F. Product: CCOC(=O)C(=Cc1ccc(-n2cnc(C)c2)c(OC)c1)CCCC=O. RXN SMILES: [C:42](=[O:43])([OH:44])[O-:45].[CH2:1]([CH3:2])[O:3][C:4]([C:5]([CH2:6][CH2:7][CH2:8][CH:9]1[O:10][CH2:13][CH2:12][O:11]1)=[CH:14][c:15]1[cH:16][c:17]([O:27][CH3:28])[c:18](-[n:21]2[cH:22][n:23][c:24]([CH3:26])[cH:25]2)[cH:19][cH:20]1)=[O:29].[CH3:30][C:31](=[O:32])[OH:33].[CH3:47][CH2:48][O:49][C:50](=[O:51])[CH3:52].[Na+:46].[OH2:41].[OH:34][C:35]([C:36]([F:37])([F:38])[F:39])=[O:40]>>[CH2:1]([CH3:2])[O:3][C:4]([C:5]([CH2:6][CH2:7][CH2:8][CH:9]=[O:10])=[CH:14][c:15]1[cH:16][c:17]([O:27][CH3:28])[c:18](-[n:21]2[cH:22][n:23][c:24]([CH3:26])[cH:25]2)[cH:19][cH:20]1)=[O:29]. Reactants: COC1=CC(=C(C=C1)N)[N+](=O)[O-] (4-methoxy-2-nitrobenzenamine), BrC1=C(C=CC=C1)CBr (1-bromo-2-(bromomethyl)benzene), C(=O)([O-])[O-].[K+].[K+] (K2CO3). The solvent is CC#N (CH3CN). The product is BrC1=C(CNC2=C(C=C(C=C2)OC)[N+](=O)[O-])C=CC=C1 (N-(2-Bromobenzyl)-4-methoxy-2-nitrobenzenamine). As a reaction SMILES: [CH3:1][O:2][C:3]1[CH:8]=[CH:7][C:6]([NH2:9])=[C:5]([N+:10]([O-:12])=[O:11])[CH:4]=1.[Br:13][C:14]1[CH:19]=[CH:18][CH:17]=[CH:16][C:15]=1[CH2:20]Br.C([O-])([O-])=O.[K+].[K+]>CC#N>[Br:13][C:14]1[CH:19]=[CH:18][CH:17]=[CH:16][C:15]=1[CH2:20][NH:9][C:6]1[CH:7]=[CH:8][C:3]([O:2][CH3:1])=[CH:4][C:5]=1[N+:10]([O-:12])=[O:11] |f:2.3.4|. Reported procedure: To a solution of 4-methoxy-2-nitrobenzenamine (16.8 g, 0.1 mol) and 1-bromo-2-(bromomethyl)benzene (30 g, 0.12 mol) in CH3CN (700 mL) was added K2CO3 (27.6 g, 0.2 mol). The mixture was heated to reflux for 60 h then cooled to RT filtered and concentrated to dryness. The resulting residue was purified by FCC to provide the title compound.